This data is from the Open Reaction Database (ORD), a public repository of structured organic reaction records. The task is: describe an organic reaction: reactants, conditions, products, and yield Reactants: O (water), Cl.CNO (N-methyl hydroxylamine hydrochloride), C([O-])([O-])=O.[Na+].[Na+] (sodium carbonate), C(CCCCC)OC1=CC=C(C=C1)CCCCCCCCC(=O)Cl (9(4-hexyloxyphenyl)nonanoyl chloride), O (water). The reagents and catalysts are Cl (HCl). The solvent is C(Cl)Cl (CH2Cl2), C(Cl)Cl (CH2Cl2). Product: CN(O)C(CCCCCCCCC1=CC=C(C=C1)OCCCCCC)=O (N-Methyl 9(4-Hexyloxyphenyl)nonanohydroxamic acid). Yield: 48.5%. Reaction SMILES: Cl.[CH3:2][NH:3][OH:4].C(=O)([O-])[O-].[Na+].[Na+].[CH2:11]([O:17][C:18]1[CH:23]=[CH:22][C:21]([CH2:24][CH2:25][CH2:26][CH2:27][CH2:28][CH2:29][CH2:30][CH2:31][C:32](Cl)=[O:33])=[CH:20][CH:19]=1)[CH2:12][CH2:13][CH2:14][CH2:15][CH3:16].O>C(Cl)Cl.Cl>[CH3:2][N:3]([C:32](=[O:33])[CH2:31][CH2:30][CH2:29][CH2:28][CH2:27][CH2:26][CH2:25][CH2:24][C:21]1[CH:20]=[CH:19][C:18]([O:17][CH2:11][CH2:12][CH2:13][CH2:14][CH2:15][CH3:16])=[CH:23][CH:22]=1)[OH:4] |f:0.1,2.3.4|. Procedure details: To a cold, stirring suspension of 0.6 gm of N-methyl hydroxylamine hydrochloride and 0.7 gms sodium carbonate in 15 ml CH2Cl2 was added dropwise 2 gms 9(4-hexyloxyphenyl)nonanoyl chloride. The resulting mixture was stirred in the cold for 1/2 hr, then 0.9 ml water was added and the reaction stirred at room temperature for 22 hr. 100 ml CH2Cl2 and 40 ml water was added, and the pH of the aqueous layer was adjusted to 3-4 with a few drops of conc. HCl. The organic layers were separated and the aqu...